From a dataset of the Open Reaction Database (ORD), a public repository of structured organic reaction records. describe an organic reaction: reactants, conditions, products, and yield The reactants are CC1=C(C2=CC=CC=C2C=C1)CC(C)OC1=C(C=CC=C1)[N+](=O)[O-] (2-Methyl-1-[2-(2-nitro-phenoxy)-propyl]-naphthalene), C(Cl)Cl (CH2Cl2). The reagents and catalysts are [Ni] (nickel). Solvent: C1CCOC1 (THF). The product is CC(CC1=C(C=CC2=CC=CC=C12)C)OC1=C(C=CC=C1)N (2-[1-methyl-2-(2-methyl-naphthalen-1-yl)-ethoxy]-phenylamine). Reaction SMILES: [CH3:1][C:2]1[CH:11]=[CH:10][C:9]2[C:4](=[CH:5][CH:6]=[CH:7][CH:8]=2)[C:3]=1[CH2:12][CH:13]([O:15][C:16]1[CH:21]=[CH:20][CH:19]=[CH:18][C:17]=1[N+:22]([O-])=O)[CH3:14].C(Cl)Cl>C1COCC1.[Ni]>[CH3:14][CH:13]([O:15][C:16]1[CH:21]=[CH:20][CH:19]=[CH:18][C:17]=1[NH2:22])[CH2:12][C:3]1[C:4]2[C:9](=[CH:8][CH:7]=[CH:6][CH:5]=2)[CH:10]=[CH:11][C:2]=1[CH3:1]. Procedure: 2-Methyl-1-[2-(2-nitro-phenoxy)-propyl]-naphthalene (1.51 g, 4.70 mmol) was shaken with Rainey nickel (0.5 g) in THF (50 mL) at 49.0 psi H2 for 5.4 hours. TLC analysis (silica, CH2Cl2) indicated complete consumption of starting material. The reaction mixture was filtered and concentrated to give 2-[1-methyl-2-(2-methyl-naphthalen-1-yl)-ethoxy]-phenylamine in quantitative yield. MS (APCI) m/z 292.1 (M+H). Starting materials: C=CC1CC1(NC(=O)C1CC(OC(=O)c2ccc([N+](=O)[O-])cc2)CN1C(=O)OC(C)(C)C)C(=O)OCC, ClCCl, O=S(=O)(O)C(F)(F)F. The product is C=CC1CC1(NC(=O)C1CC(OC(=O)c2ccc([N+](=O)[O-])cc2)CN1)C(=O)OCC. Reaction SMILES: [C:1]([O:2][C:3](=[O:4])[N:8]1[CH:9]([C:25]([NH:26][C:27]2([C:32](=[O:33])[O:34][CH2:35][CH3:36])[CH:28]([CH:30]=[CH2:31])[CH2:29]2)=[O:37])[CH2:10][CH:11]([O:13][C:14]([c:15]2[cH:16][cH:17][c:18]([N+:21](=[O:22])[O-:23])[cH:19][cH:20]2)=[O:24])[CH2:12]1)([CH3:5])([CH3:6])[CH3:7].[Cl:46][CH2:47][Cl:48].[F:38][C:39]([F:40])([F:41])[S:42]([OH:43])(=[O:44])=[O:45]>>[NH:8]1[CH:9]([C:25]([NH:26][C:27]2([C:32](=[O:33])[O:34][CH2:35][CH3:36])[CH:28]([CH:30]=[CH2:31])[CH2:29]2)=[O:37])[CH2:10][CH:11]([O:13][C:14]([c:15]2[cH:16][cH:17][c:18]([N+:21](=[O:22])[O-:23])[cH:19][cH:20]2)=[O:24])[CH2:12]1.